Task: describe an organic reaction: reactants, conditions, products, and yield. Dataset: the Open Reaction Database (ORD), a public repository of structured organic reaction records Starting materials: N[C@@H]1[C@@H](CN(CC1)C=1C=C(C(=O)OC)C=C(C1)F)OC (Methyl cis(±)-3-(4-amino-3-methoxypiperidin-1-yl)-5-fluorobenzoate), CCN=C=NCCCN(C)C.Cl (WSC hydrochloride), C=1C=CC2=C(C1)N=NN2O (HOBt), ClC=1N=C(NC1CC)C(=O)O (4-chloro-5-ethyl-1H-imidazole-2-carboxylic acid), ClC=1N=C(NC1CC)C(=O)O (4-Chloro-5-ethyl-1H-imidazole-2-carboxylic acid). The product is ClC=1N=C(NC1CC)C(=O)N[C@@H]1[C@@H](CN(CC1)C=1C=C(C(=O)OC)C=C(C1)F)OC (Methyl cis(±)-3-(4-{[(4-chloro-5-ethyl-1H-imidazol-2-yl)carbonyl]amino}-3-methoxypiperidin-1-yl)-5-fluorobenzoate). Yield: 78.0%. Reaction SMILES: [NH2:1][C@H:2]1[CH2:7][CH2:6][N:5]([C:8]2[CH:9]=[C:10]([CH:15]=[C:16]([F:18])[CH:17]=2)[C:11]([O:13][CH3:14])=[O:12])[CH2:4][C@H:3]1[O:19][CH3:20].[Cl:21][C:22]1[N:23]=[C:24]([C:29](O)=[O:30])[NH:25][C:26]=1[CH2:27][CH3:28].CCN=C=NCCCN(C)C.Cl.C1C=CC2N(O)N=NC=2C=1>>[Cl:21][C:22]1[N:23]=[C:24]([C:29]([NH:1][C@H:2]2[CH2:7][CH2:6][N:5]([C:8]3[CH:9]=[C:10]([CH:15]=[C:16]([F:18])[CH:17]=3)[C:11]([O:13][CH3:14])=[O:12])[CH2:4][C@H:3]2[O:19][CH3:20])=[O:30])[NH:25][C:26]=1[CH2:27][CH3:28] |f:2.3|. Procedure details: The same operation as in Example (1g) was performed using methyl cis(±)-3-(4-amino-3-methoxypiperidin-1-yl)-5-fluorobenzoate obtained in Example (175b) (50.6 mg, 0.18 mmol), 4-chloro-5-ethyl-1H-imidazole-2-carboxylic acid obtained by the method described in Example (1d) (28 mg, 0.16 mmol), WSC hydrochloride (93.7 mg, 0.49 mmol) and HOBt (22 mg, 0.16 mmol), to obtain 56 mg of the title compound as a pale yellow solid (78%). Reactants: CC1=C(SC(=C1)N1C(N(CC1)CC1=CC=C(C=C1)C(F)(F)F)=O)C(=O)OCC (ethyl 3-methyl-5-(2-oxo-3-(4-(trifluoromethyl)benzyl)imidazolidin-1-yl)thiophene-2-carboxylate), C1(CC1)CN1C(N(CC1)C1=CC(=C(S1)C(=O)OCC)C)=O (ethyl 5-(3-(cyclopropylmethyl)-2-oxoimidazolidin-1-yl)-3-methylthiophene-2-carboxylate). Yields the product C1(CC1)CN1C(N(CC1)C1=CC(=C(S1)C(=O)O)C)=O (5-(3-(cyclopropylmethyl)-2-oxoimidazolidin-1-yl)-3-methylthiophene-2-carboxylic acid). Yield: 80.0%. As a reaction SMILES: [CH3:1][C:2]1[CH:6]=[C:5]([N:7]2[CH2:11][CH2:10][N:9]([CH2:12][C:13]3[CH:18]=[CH:17]C(C(F)(F)F)=CC=3)[C:8]2=[O:23])[S:4][C:3]=1[C:24]([O:26]CC)=[O:25].C1(CN2CCN(C3SC(C(OCC)=O)=C(C)C=3)C2=O)CC1>>[CH:13]1([CH2:12][N:9]2[CH2:10][CH2:11][N:7]([C:5]3[S:4][C:3]([C:24]([OH:26])=[O:25])=[C:2]([CH3:1])[CH:6]=3)[C:8]2=[O:23])[CH2:18][CH2:17]1. Reported procedure: Following the procedure as described in Example 14, making variations as required to replace ethyl 3-methyl-5-(2-oxo-3-(4-(trifluoromethyl)benzyl)imidazolidin-1-yl)thiophene-2-carboxylate with ethyl 5-(3-(cyclopropylmethyl)-2-oxoimidazolidin-1-yl)-3-methylthiophene-2-carboxylate, the title compound was obtained as a colorless solid in 80% yield: 1H NMR (300 MHz, DMSO-d6) δ 12.32 (br s, 1H), 6.27 (s, 1H), 3.89-3.78 (m, 2H), 3.69-3.58 (m, 2H), 3.06 (d, J=6.9 Hz, 2H), 2.39 (s, 3H), 1.00-0.86 (m, 1H... Reactants: CSCCCOS(=O)(=O)c1ccc(C)cc1, CN(C)C=O, CCOC(C)=O, [H-], [Na+], O, CCOC(=O)c1cc2c(NC(C)C)ncnc2cc1O. The product is CCOC(=O)c1cc2c(NC(C)C)ncnc2cc1OCCCSC. RXN SMILES: [CH3:23][S:24][CH2:25][CH2:26][CH2:27][O:28][S:29]([c:30]1[cH:31][cH:32][c:33]([CH3:34])[cH:35][cH:36]1)(=[O:37])=[O:38].[CH3:40][N:41]([CH3:42])[CH:43]=[O:44].[CH3:45][CH2:46][O:47][C:48](=[O:49])[CH3:50].[H-:1].[Na+:2].[OH2:39].[OH:3][c:4]1[c:5]([C:18](=[O:19])[O:20][CH2:21][CH3:22])[cH:6][c:7]2[c:8]([NH:14][CH:15]([CH3:16])[CH3:17])[n:9][cH:10][n:11][c:12]2[cH:13]1>>[O:3]([c:4]1[c:5]([C:18](=[O:19])[O:20][CH2:21][CH3:22])[cH:6][c:7]2[c:8]([NH:14][CH:15]([CH3:16])[CH3:17])[n:9][cH:10][n:11][c:12]2[cH:13]1)[CH2:27][CH2:26][CH2:25][S:24][CH3:23]. The reactants are OC(C)C1=C2CCN3C(C2=CC=C1)=CC(=NCC3=O)C3=NN(C=C3)C (9-(1-hydroxyethyl)-2-(1-methyl-1H-pyrazol-3-yl)-7,8-dihydro-[1,4]diazepino[7,1-a]isoquinolin-5(4H)-one), 47-1, [BH4-].[Na+] (NaBH4), C1CCOC1 (THF). Run in CCOC(=O)C (AcOEt), CCOCC (Et2O). Conditions: time 48 hour. The product is COC(C)C1=C2CCN3C(C2=CC=C1)=CC(=NCC3=O)C3=NN(C=C3)C (9-(1-methoxyethyl)-2-(1-methyl-1H-pyrazol-3-yl)-7,8-dihydro-[1,4]diazepino[7,1-a]isoquinolin-5(4H)-one). Reaction SMILES: [OH:1][CH:2]([C:4]1[CH:13]=[CH:12][CH:11]=[C:10]2[C:5]=1[CH2:6][CH2:7][N:8]1[C:18](=[O:19])[CH2:17][N:16]=[C:15]([C:20]3[CH:24]=[CH:23][N:22]([CH3:25])[N:21]=3)[CH:14]=[C:9]12)[CH3:3].[BH4-].[Na+].[CH2:28]1COCC1>CCOC(C)=O.CCOCC>[CH3:28][O:1][CH:2]([C:4]1[CH:13]=[CH:12][CH:11]=[C:10]2[C:5]=1[CH2:6][CH2:7][N:8]1[C:18](=[O:19])[CH2:17][N:16]=[C:15]([C:20]3[CH:24]=[CH:23][N:22]([CH3:25])[N:21]=3)[CH:14]=[C:9]12)[CH3:3] |f:1.2|. Reported procedure: 9-(1-hydroxyethyl)-2-(1-methyl-1H-pyrazol-3-yl)-7,8-dihydro-[1,4]diazepino[7,1-a]isoquinolin-5(4H)-one. 47-2. A solution of 47-1 (400 mg, 1.20 mmol) in THF (30 mL) was treated with NaBH4 (23 mg, 0.60 mmol) and the mixture was stirred at RT for 48 h. The mixture was then diluted with AcOEt, and washed with H2O. The org. phase was dried over Na2SO4, filtered and concentrated in vacuo. The residue obtained was purified by flash chroatography (SiO2, DCM to DCM/MeOH 95:5) to afford a yellow oil that ... Reactants: O=C([O-])[O-], CN(C)C=O, COC(=O)CBr, Cc1nc2c(Cl)ccc(O)c2c(C)c1Oc1ccc(Cl)cc1, ClCCl, [K+], [K+]. Yields the product COC(=O)COc1ccc(Cl)c2nc(C)c(Oc3ccc(Cl)cc3)c(C)c12. RXN SMILES: [C:28](=[O:29])([O-:30])[O-:31].[CH3:23][N:24]([CH3:25])[CH:26]=[O:27].[CH3:34][O:35][C:36]([CH2:37][Br:38])=[O:39].[Cl:1][c:2]1[cH:3][cH:4][c:5]([OH:22])[c:6]2[c:7]([CH3:21])[c:8]([O:13][c:14]3[cH:15][cH:16][c:17]([Cl:20])[cH:18][cH:19]3)[c:9]([CH3:12])[n:10][c:11]12.[Cl:40][CH2:41][Cl:42].[K+:32].[K+:33]>>[Cl:1][c:2]1[cH:3][cH:4][c:5]([O:22][CH2:37][C:36]([O:35][CH3:34])=[O:39])[c:6]2[c:7]([CH3:21])[c:8]([O:13][c:14]3[cH:15][cH:16][c:17]([Cl:20])[cH:18][cH:19]3)[c:9]([CH3:12])[n:10][c:11]12. The reactants are C(C)(=O)OC1=C2C=3C(C(NC3C=C1)=O)(CCC2)CCCCBr (6-acetoxy-2a-(4-bromobutyl)-2a,3,4,5-tetrahydrobenz[cd]indole-2(1H)-one), C[O-].[Na+] (sodium methoxide). Run in CO (methanol). Run at time 3 hour. Product: COC1=C2C=3C(C(NC3C=C1)=O)(CCC2)CCCCBr (6-Methoxy-2a-(4-bromobutyl)-2a,3,4,5-tetrahydrobenz[cd]indole-2(1H)-one). Isolated yield 55.9%. As a reaction SMILES: [C:1]([O:4][C:5]1[CH:13]=[CH:12][C:11]2[NH:10][C:9](=[O:14])[C:8]3([CH2:18][CH2:19][CH2:20][CH2:21][Br:22])[CH2:15][CH2:16][CH2:17][C:6]=1[C:7]=23)(=O)C.C[O-].[Na+]>CO>[CH3:1][O:4][C:5]1[CH:13]=[CH:12][C:11]2[NH:10][C:9](=[O:14])[C:8]3([CH2:18][CH2:19][CH2:20][CH2:21][Br:22])[CH2:15][CH2:16][CH2:17][C:6]=1[C:7]=23 |f:1.2|. Procedure details: A 16 ml portion of methanol solution of 6-acetoxy-2a-(4-bromobutyl)-2a,3,4,5-tetrahydrobenz[cd]indole-2(1H)-one (0.60 g, 1.64 mmol) was mixed with sodium methoxide and stirred at a room temperature for 3 hours. After neutralization of the reaction solution with an ion exchange resin Amberlite 15, the resin was removed by filtration and the solvent was evaporated under a reduced pressure. The thus obtained oily substance was dissolved in 4 ml of acetone, and the solution was mixed with 2 ml of me... Starting materials: C1(=CC=CC=C1)S(=O)(=O)C1=CC(=C(OC[C@@H](CO)O)C=C1)Br (3-(4-benzenesulfonyl-2-bromo-phenoxy)-propane 1-2-(R)-diol), C(C)(C)(C)P(C1=C(C2=CC=CC=C2C=C1)C1=CC=CC2=CC=CC=C12)C(C)(C)C (racemic-2-(di-t-butylphosphino)-1,1′-binaphthyl), [O-]P(=O)([O-])[O-].[K+].[K+].[K+] (K3PO4). The reagents and catalysts are CC(=O)[O-].CC(=O)[O-].[Pd+2] (Pd(OAc)2). Run in C(C)(=O)OCC (ethyl acetate), C1(=CC=CC=C1)C (toluene). Run at temperature 80 celsius. Yields the product C1(=CC=CC=C1)S(=O)(=O)C=1C=CC2=C(O[C@@H](CO2)CO)C1 ((7-benzenesulfonyl-2,3-dihydro-benzo[1,4]dioxin-2(R)-yl)-methanol). RXN SMILES: [C:1]1([S:7]([C:10]2[CH:21]=[CH:20][C:13]([O:14][CH2:15][C@H:16]([OH:19])[CH2:17][OH:18])=[C:12](Br)[CH:11]=2)(=[O:9])=[O:8])[CH:6]=[CH:5][CH:4]=[CH:3][CH:2]=1.C(P(C(C)(C)C)C1C=CC2C(=CC=CC=2)C=1C1C2C(=CC=CC=2)C=CC=1)(C)(C)C.[O-]P([O-])([O-])=O.[K+].[K+].[K+]>C1(C)C=CC=CC=1.C(OCC)(=O)C.CC([O-])=O.CC([O-])=O.[Pd+2]>[C:1]1([S:7]([C:10]2[CH:21]=[CH:20][C:13]3[O:14][CH2:15][C@@H:16]([CH2:17][OH:18])[O:19][C:12]=3[CH:11]=2)(=[O:9])=[O:8])[CH:6]=[CH:5][CH:4]=[CH:3][CH:2]=1 |f:2.3.4.5,8.9.10|. Reported procedure: A suspension of 3-(4-benzenesulfonyl-2-bromo-phenoxy)-propane 1-2-(R)-diol (0.390 g, 0.001 mol), Pd(OAc)2 (0.007 g, 0.00003 mol, 3 mol %), racemic-2-(di-t-butylphosphino)-1,1′-binaphthyl (0.012 g, 0.00003, 3 mol %) and K3PO4 (0.320 g, 0.0015, 1.5 equiv) in toluene (1 mL) was heated under argon atmosphere at 80° C. for 5 hours. After cooling to ambient temperature the mixture was diluted with ethyl acetate (1 mL), washed with water and saturated sodium chloride, dried (Na2SO4) and concentrated in...